describe an organic reaction: reactants, conditions, products, and yield From a dataset of the Open Reaction Database (ORD), a public repository of structured organic reaction records. The reactants are ClC1=NC(=C2N=CNC2=N1)N[C@@H](C)C=1N(C(C2=C(C=CC=C2C1)C)=O)C1=CC=CC=C1 ((S)-3-(1-(2-chloro-9H-purin-6-ylamino)ethyl)-8-methyl-2-phenylisoquinolin-1(2H)-one), C(=O)(O)[O-].[Na+] (NaHCO3), ClC1=NC(=C2N=CN(C2=N1)C1OCCCC1)NC(C)C=1N(C(C2=C(C=CC=C2C1)C)=O)C1=CC=CC=C1 (3-(1-(2-chloro-9-(tetrahydro-2H-pyran-2-yl)-9H-purin-6-ylamino)ethyl)-8-methyl-2-phenylisoquinolin-1(2H)-one), ClC1=NC(=C2N=CN(C2=N1)C1OCCCC1)NC(C)C=1N(C(C2=C(C=CC=C2C1)C)=O)C1=CC=CC=C1 (3-(1-(2-chloro-9-(tetrahydro-2H-pyran-2-yl)-9H-purin-6-ylamino)ethyl)-8-methyl-2-phenylisoquinolin-1(2H)-one). Run in Cl.CCO (HCl EtOH). Reaction conditions: time 1 hour. Yields the product ClC1=NC(=C2N=CNC2=N1)N[C@@H](C)C=1N(C(C2=C(C=CC=C2C1)C)=O)C1=CC=CC=C1 ((S)-3-(1-(2-chloro-9H-purin-6-ylamino)ethyl)-8-methyl-2-phenylisoquinolin-1(2H)-one), ClC1=NC(=C2N=CNC2=N1)NC(C)C=1N(C(C2=C(C=CC=C2C1)C)=O)C1=CC=CC=C1 (3-(1-(2-chloro-9H-purin-6-ylamino)ethyl)-8-methyl-2-phenylisoquinolin-1(2H)-one). Isolated yield 90.0%. Reaction SMILES: [Cl:1][C:2]1[N:10]=[C:9]2[C:5]([N:6]=[CH:7][N:8]2C2CCCCO2)=[C:4]([NH:17][CH:18]([C:20]2[N:21]([C:32]3[CH:37]=[CH:36][CH:35]=[CH:34][CH:33]=3)[C:22](=[O:31])[C:23]3[C:28]([CH:29]=2)=[CH:27][CH:26]=[CH:25][C:24]=3[CH3:30])[CH3:19])[N:3]=1.C([O-])(O)=O.[Na+].[Cl:43][C:44]1[N:52]=[C:51]2[C:47]([N:48]=[CH:49][NH:50]2)=[C:46]([NH:53][C@H:54]([C:56]2[N:57]([C:68]3[CH:73]=[CH:72][CH:71]=[CH:70][CH:69]=3)[C:58](=[O:67])[C:59]3[C:64]([CH:65]=2)=[CH:63][CH:62]=[CH:61][C:60]=3[CH3:66])[CH3:55])[N:45]=1>Cl.CCO>[Cl:1][C:2]1[N:10]=[C:9]2[C:5]([N:6]=[CH:7][NH:8]2)=[C:4]([NH:17][C@H:18]([C:20]2[N:21]([C:32]3[CH:37]=[CH:36][CH:35]=[CH:34][CH:33]=3)[C:22](=[O:31])[C:23]3[C:28]([CH:29]=2)=[CH:27][CH:26]=[CH:25][C:24]=3[CH3:30])[CH3:19])[N:3]=1.[Cl:43][C:44]1[N:52]=[C:51]2[C:47]([N:48]=[CH:49][NH:50]2)=[C:46]([NH:53][CH:54]([C:56]2[N:57]([C:68]3[CH:73]=[CH:72][CH:71]=[CH:70][CH:69]=3)[C:58](=[O:67])[C:59]3[C:64]([CH:65]=2)=[CH:63][CH:62]=[CH:61][C:60]=3[CH3:66])[CH3:55])[N:45]=1 |f:1.2,4.5|. Procedure: 3-(1(2-Chloro-9-(tetrahydro-2H-pyran-2-yl)-9H-purin-6-ylamino)ethyl)-8-methyl-2-phenylisoquinolin-1(2H-one (compound 5303) (172 mg, 0.33 mmol) was dissolved in HCl/EtOH (3 M, 5 mL) and the resulting mixture was stirred at room temperature for 1 h. The mixture was neutralized with saturated NaHCO3 aqueous solution to pH=7-8, and then extracted with CH2Cl2 (50 mL×3). The combined organic layer was washed with brine, dried over Na2SO4 and filtered. The filtrate was concentrated in vacuo and recryst... The reactants are NC1=C(C(=NN1C1=C(C=C(C=C1Cl)C(F)(F)F)Cl)C=NO)S(=O)C (5-amino-1-[2,6-dichloro-4-(trifluoromethyl)phenyl]-4-methylsulfinyl-1H-pyrazole-3-carboxaldehyde oxime), [O-]CC.[Na+] (sodium ethoxide), C(=C)S(=O)(=O)CC (ethyl vinyl sulfone). Solvent: C(C)O (ethanol). Product: C(C)S(=O)CCON=CC1=NN(C(=C1S(=O)C)N)C1=C(C=C(C=C1Cl)C(F)(F)F)Cl (5-amino-1-[2,6-dichloro-4-(trifluoromethyl)phenyl]-4-methylsulfinyl-1H-pyrazole-3-carboxaldehyde O-[2-(ethylsulfinyl)ethyl]oxime). As a reaction SMILES: [NH2:1][C:2]1[N:6]([C:7]2[C:12]([Cl:13])=[CH:11][C:10]([C:14]([F:17])([F:16])[F:15])=[CH:9][C:8]=2[Cl:18])[N:5]=[C:4]([CH:19]=[N:20][OH:21])[C:3]=1[S:22]([CH3:24])=[O:23].[O-]CC.[Na+].[CH:29]([S:31]([CH2:34][CH3:35])(=O)=[O:32])=[CH2:30]>C(O)C>[CH2:29]([S:31]([CH2:34][CH2:35][O:21][N:20]=[CH:19][C:4]1[C:3]([S:22]([CH3:24])=[O:23])=[C:2]([NH2:1])[N:6]([C:7]2[C:12]([Cl:13])=[CH:11][C:10]([C:14]([F:17])([F:16])[F:15])=[CH:9][C:8]=2[Cl:18])[N:5]=1)=[O:32])[CH3:30] |f:1.2|. Procedure details: In a manner similar to that employed in Example 12 an ethanol solution of 5-amino-1-[2,6-dichloro-4-(trifluoromethyl)phenyl]-4-methylsulfinyl-1H-pyrazole-3-carboxaldehyde oxime was reacted with sodium ethoxide and ethyl vinyl sulfone to give 5-amino-1-[2,6-dichloro-4-(trifluoromethyl)phenyl]-4-methylsulfinyl-1H-pyrazole-3-carboxaldehyde O-[2-(ethylsulfinyl)ethyl]oxime, m.p.144-148° C. Compound 27. Starting materials: O=C([O-])O, FC(F)(F)CNCc1ccccc1, CCO, [Cl-], O=C(O)c1cc(Cl)ncn1, ClCCl, [Na+], [Na+], [OH-]. Yields the product O=C(c1cc(Cl)ncn1)N(Cc1ccccc1)CC(F)(F)F. Reaction SMILES: [C:27](=[O:28])([O-:29])[OH:30].[CH2:1]([c:2]1[cH:3][cH:4][cH:5][cH:6][cH:7]1)[NH:8][CH2:9][C:10]([F:11])([F:12])[F:13].[CH3:35][CH2:36][OH:37].[Cl-:16].[Cl:17][c:18]1[cH:19][c:20]([C:24](=[O:25])[OH:26])[n:21][cH:22][n:23]1.[Cl:32][CH2:33][Cl:34].[Na+:15].[Na+:31].[OH-:14]>>[CH2:1]([c:2]1[cH:3][cH:4][cH:5][cH:6][cH:7]1)[N:8]([CH2:9][C:10]([F:11])([F:12])[F:13])[C:24]([c:20]1[cH:19][c:18]([Cl:17])[n:23][cH:22][n:21]1)=[O:25]. Product: N#CCCCn1c(CO)nc2ccccc21. The reactants are N#CCCCBr, C1CCOC1, CCOC(C)=O, CO, [H-], [Na+], CN(C)C=O, OCc1nc2ccccc2[nH]1. As a reaction SMILES: [Br:14][CH2:15][CH2:16][CH2:17][C:18]#[N:19].[CH2:33]1[O:34][CH2:35][CH2:36][CH2:37]1.[CH3:20][CH2:21][O:22][C:23]([CH3:24])=[O:25].[CH3:26][OH:27].[H-:12].[Na+:13].[O:28]=[CH:29][N:30]([CH3:31])[CH3:32].[OH:1][CH2:2][c:3]1[nH:4][c:5]2[c:6]([n:7]1)[cH:8][cH:9][cH:10][cH:11]2>>[OH:1][CH2:2][c:3]1[n:4]([CH2:15][CH2:16][CH2:17][C:18]#[N:19])[c:5]2[c:6]([n:7]1)[cH:8][cH:9][cH:10][cH:11]2. The reactants are C(CCCCCCCO)O (1,8-octanediol), FC1=C(COCCCCCCCC(=O)O)C=CC(=C1)F (8-(2,4-difluoro-benzyloxy)-octanoic acid), Cl.Cl.C(C1=CC=CC=C1)OC(C[C@H](CN(C)C)N)=O ((R)-3-amino-4-dimethylamino-butyric acid benzyl ester dihydrochloride), FC1=C(CBr)C=CC(=C1)F (2,4-difluorobenzyl bromide), FC1=C(COCCCCCCCCO)C=CC(=C1)F (8-(2,4-difluoro-benzyloxy)-octan-1-ol). Product: C(C1=CC=CC=C1)OC(C[C@H](CN(C)C)NC(CCCCCCCOCC1=C(C=C(C=C1)F)F)=O)=O ((R)-3-[8-(2,4-difluoro-benzyloxy)-octanoylamino]-4-dimethylamino-butyric acid benzyl ester). Reaction SMILES: C(O)CCCCCCCO.FC1C=C(F)C=CC=1CBr.[F:21][C:22]1[CH:38]=[C:37]([F:39])[CH:36]=[CH:35][C:23]=1[CH2:24][O:25][CH2:26][CH2:27][CH2:28][CH2:29][CH2:30][CH2:31][CH2:32][CH2:33][OH:34].FC1C=C(F)C=CC=1COCCCCCCCC(O)=O.Cl.Cl.[CH2:62]([O:69][C:70](=[O:78])[CH2:71][C@@H:72]([NH2:77])[CH2:73][N:74]([CH3:76])[CH3:75])[C:63]1[CH:68]=[CH:67][CH:66]=[CH:65][CH:64]=1>>[CH2:62]([O:69][C:70](=[O:78])[CH2:71][C@@H:72]([NH:77][C:33](=[O:34])[CH2:32][CH2:31][CH2:30][CH2:29][CH2:28][CH2:27][CH2:26][O:25][CH2:24][C:23]1[CH:35]=[CH:36][C:37]([F:39])=[CH:38][C:22]=1[F:21])[CH2:73][N:74]([CH3:75])[CH3:76])[C:63]1[CH:68]=[CH:67][CH:66]=[CH:65][CH:64]=1 |f:4.5.6|. Procedure details: The title compound, m/e=413.1 ([M−H]−), was produced in analogy with intermediate 1, steps 1 to 4. Thus, 1,8-octanediol was alkylated in step 1 with 2,4-difluorobenzyl bromide, leading to 8-(2,4-difluoro-benzyloxy)-octan-1-ol, which was oxidized in step 2 to 8-(2,4-difluoro-benzyloxy)-octanoic acid. This was coupled in step 3 with (R)-3-amino-4-dimethylamino-butyric acid benzyl ester dihydrochloride to produce (R)-3-[8-(2,4-difluoro-benzyloxy)-octanoylamino]-4-dimethylamino-butyric acid benzyl e... Starting materials: C(C)[Mg]Br (ethylmagnesium bromide), C(#N)C1=C(C=CC=C1)C1=CC=C(C=C1)CC=1C(N(C=2N(C1CCC)N=C(N2)C)C2CCC(CC2)OCC(=O)OCC)=O (Ethyl [(4-{6-[(2′-cyanobiphenyl-4-yl)methyl]-2-methyl-5-oxo-7-propyl[1,2,4]triazolo[1,5-a]pyrimidin-4(5H)-yl}cyclohexyl)oxy]acetate), O1CCCC1 (tetrahydrofuran), Cl (hydrochloric acid). Run at time 1 hour. The product is C(C)C(CO[C@@H]1CC[C@H](CC1)N1C=2N(C(=C(C1=O)CC1=CC=C(C=C1)C=1C(=CC=CC1)C#N)CCC)N=C(N2)C)(CC)O (4′-({4-[trans-4-(2-ethyl-2-hydroxybutoxy)cyclohexyl]-2-methyl-5-oxo-7-propyl-4,5-dihydro[1,2,4]triazolo[1,5-a]pyrimidin-6-yl}methyl)biphenyl-2-carbonitrile). Yield: 55.0%. RXN SMILES: [C:1]([C:3]1[CH:8]=[CH:7][CH:6]=[CH:5][C:4]=1[C:9]1[CH:14]=[CH:13][C:12]([CH2:15][C:16]2[C:17](=[O:42])[N:18]([CH:29]3[CH2:34][CH2:33][CH:32]([O:35][CH2:36][C:37](OCC)=[O:38])[CH2:31][CH2:30]3)[C:19]3[N:20]([N:25]=[C:26]([CH3:28])[N:27]=3)[C:21]=2[CH2:22][CH2:23][CH3:24])=[CH:11][CH:10]=1)#[N:2].[CH2:43]([Mg]Br)[CH3:44].Cl.O1CC[CH2:50][CH2:49]1>>[CH2:49]([C:37]([OH:38])([CH2:43][CH3:44])[CH2:36][O:35][C@H:32]1[CH2:33][CH2:34][C@H:29]([N:18]2[C:17](=[O:42])[C:16]([CH2:15][C:12]3[CH:13]=[CH:14][C:9]([C:4]4[C:3]([C:1]#[N:2])=[CH:8][CH:7]=[CH:6][CH:5]=4)=[CH:10][CH:11]=3)=[C:21]([CH2:22][CH2:23][CH3:24])[N:20]3[N:25]=[C:26]([CH3:28])[N:27]=[C:19]23)[CH2:30][CH2:31]1)[CH3:50]. Procedure details: Ethyl [(4-{6-[(2′-cyanobiphenyl-4-yl)methyl]-2-methyl-5-oxo-7-propyl[1,2,4]triazolo[1,5-a]pyrimidin-4(5H)-yl}cyclohexyl)oxy]acetate (0.6 g) was dissolved in tetrahydrofuran (15 mL), and ethylmagnesium bromide (3.0 M diethyl ether solution, 1.7 mL) was added at 0° C. After stirring at the same temperature for 1 hr, 1 N hydrochloric acid was added to the reaction mixture, and the mixture was extracted with ethyl acetate. The obtained ethyl acetate layer was washed with saturated brine, and dried o...